This data is from the Open Reaction Database (ORD), a public repository of structured organic reaction records. The task is: describe an organic reaction: reactants, conditions, products, and yield The reactants are CC(C)(C)OC(=O)N1CC=C(c2ccc(Br)cc2)CC1, CCOC(C)=O, [H][H]. The product is CC(C)(C)OC(=O)N1CCC(c2ccc(Br)cc2)CC1. RXN SMILES: [Br:1][c:2]1[cH:3][cH:4][c:5]([C:8]2=[CH:9][CH2:10][N:11]([C:14](=[O:15])[O:16][C:17]([CH3:18])([CH3:19])[CH3:20])[CH2:12][CH2:13]2)[cH:6][cH:7]1.[CH3:23][CH2:24][O:25][C:26]([CH3:27])=[O:28].[H:21][H:22]>>[Br:1][c:2]1[cH:3][cH:4][c:5]([CH:8]2[CH2:9][CH2:10][N:11]([C:14](=[O:15])[O:16][C:17]([CH3:18])([CH3:19])[CH3:20])[CH2:12][CH2:13]2)[cH:6][cH:7]1. Starting materials: CN1CC(C(CC1)(C1=CC=CC=C1)O)C(C1=CC=CC=C1)=O (1-methyl-3-benzoyl-4-hydroxy-4-phenylpiperidine), Cl (hydrochloric acid), [Cl-].[Al+3].[Cl-].[Cl-] (aluminum chloride), [Cl-].[Al+3].[Cl-].[Cl-] (aluminum chloride). Solvent: C1=CC=CC=C1 (benzene). Conditions: temperature 45 celsius, time 25 minute. Product: CN1CCC(CC1)(C1=CC=CC=C1)C1=CC=CC=C1 (1-Methyl-4,4-diphenylpiperidine). Reaction SMILES: [CH3:1][N:2]1[CH2:7][CH2:6][C:5](O)([C:8]2[CH:13]=[CH:12][CH:11]=[CH:10][CH:9]=2)[CH:4](C(=O)C2C=CC=CC=2)[CH2:3]1.[Cl-].[Al+3].[Cl-].[Cl-].Cl>C1C=CC=CC=1>[CH3:1][N:2]1[CH2:3][CH2:4][C:5]([C:8]2[CH:9]=[CH:10][CH:11]=[CH:12][CH:13]=2)([C:8]2[CH:13]=[CH:12][CH:11]=[CH:10][CH:9]=2)[CH2:6][CH2:7]1 |f:1.2.3.4|. Procedure details: 100 g. of 1-methyl-3-benzoyl-4-hydroxy-4-phenylpiperidine are suspended in 600 ml. of anhydrous benzene while stirring. 200 g. of finely pulverized, anhydrous aluminum chloride are added in portions thereto within 25 minutes. The reaction temperature increases to about 45° C. when adding the first portion of aluminum chloride. After about 20 minutes the reaction temperature of the reaction mixture is maintained at 50° to 55° C. for about 1 hour. The reaction mixture is then cooled to room temper... Starting materials: C(Cl)Cl (methylene chloride), CCN=C=NCCCN(C)C (EDAC), CN1C(=CC2=CC=CC=C12)C(=O)O (1-Methylindole-2-carboxylic acid), N[C@@H](C(C)C)C(=O)N[C@@H](CC(OC(C)(C)C)=NNC(=O)N)C=O ((3S)-3-(Valinyl)amino-4-oxobutanoic acid, t-butyl ester semicarbazone). Reagents/catalysts: CN(C)C=1C=CN=CC1 (DMAP). Run in CCOCC (ether), CN(C)C=O (DMF). Reaction conditions: time 4 hour. The product is CN1C(=CC2=CC=CC=C12)C(=O)N[C@@H](C(C)C)C(=O)N[C@@H](CC(OC(C)(C)C)=NNC(=O)N)C=O ((3S)-3-[(1-Methylindole-2-Carbonyl)Valinyl]Amino-4-Oxobutanoic acid, t-Butyl Ester Semicarbazone), powder. Isolated yield 86.0%. As a reaction SMILES: [CH3:1][N:2]1[C:10]2[C:5](=[CH:6][CH:7]=[CH:8][CH:9]=2)[CH:4]=[C:3]1[C:11]([OH:13])=O.[NH2:14][C@H:15]([C:19]([NH:21][C@H:22]([CH:35]=[O:36])[CH2:23][C:24](=[N:30][NH:31][C:32]([NH2:34])=[O:33])[O:25][C:26]([CH3:29])([CH3:28])[CH3:27])=[O:20])[CH:16]([CH3:18])[CH3:17].C(Cl)Cl.CCN=C=NCCCN(C)C>CN(C=O)C.CN(C1C=CN=CC=1)C.CCOCC>[CH3:1][N:2]1[C:10]2[C:5](=[CH:6][CH:7]=[CH:8][CH:9]=2)[CH:4]=[C:3]1[C:11]([NH:14][C@H:15]([C:19]([NH:21][C@H:22]([CH:35]=[O:36])[CH2:23][C:24](=[N:30][NH:31][C:32]([NH2:34])=[O:33])[O:25][C:26]([CH3:29])([CH3:28])[CH3:27])=[O:20])[CH:16]([CH3:17])[CH3:18])=[O:13]. Reported procedure: 1-Methylindole-2-carboxylic acid (88 mg, 0.5 mmol) and (3S)-3-(Valinyl)amino-4-oxobutanoic acid, t-butyl ester semicarbazone (163 mg, 0.5 mmol) were dissolved in DMF (1 mL) and methylene chloride (2 mL) then both DMAP (61 mg, 0.50 mmol) and EDAC (134 mg, 0.7 mmol) were added to the solution under a nitrogen atmosphere at 0° C. Stirring was continued for 1 hour at 0° C. and an additional 4 hours at room temperature. The reaction mixture was partitioned between ethyl acetate and 5% KHSO4 solution.... Reactants: C(C)(C)=C1C(NC(N1)=O)=O (5-Isopropylidenehydantoin), [H-].[Na+] (sodium hydride), C(CCC)Br (n-butyl bromide). Solvent: CN(C=O)C (dimethylformamide), CN(C=O)C (dimethylformamide). Run at temperature 50 celsius. Yields the product C(CCC)N1C(NC(C1=O)=C(C)C)=O (3-n-Butyl-5-(1-methylethylidene)-2,4-imidazolidine dione). The yield is 84.1%. RXN SMILES: [C:1](=[C:4]1[NH:8][C:7](=[O:9])[NH:6][C:5]1=[O:10])([CH3:3])[CH3:2].[H-].[Na+].[CH2:13](Br)[CH2:14][CH2:15][CH3:16]>CN(C)C=O>[CH2:13]([N:6]1[C:5](=[O:10])[C:4](=[C:1]([CH3:3])[CH3:2])[NH:8][C:7]1=[O:9])[CH2:14][CH2:15][CH3:16] |f:1.2|. Reported procedure: 5-Isopropylidenehydantoin (5.6 g 0.04 mole) Journal of the Chemical Society, 2265 (1955) was added to a stirred suspension of sodium hydride (2.0 g 50% dispersion-oil removed by washing with light petroleum) in dry dimethylformamide (50 ml) and the mixture then heated at 50° C. for 15 minutes after which time a cream coloured solid separated. The mixture was cooled to room-temperature, a solution of n-butyl bromide (6.0 g 0.044 mole) in dry dimethylformamide (25 ml) added and the mixture heated ... Starting materials: C(=O)([O-])[O-].[K+].[K+] (K2CO3), ClC1=C(C=C(C=C1)C(F)(F)F)CO ([2-chloro-5-(trifluoromethyl)phenyl]methanol), (t-Bu2P)2ferrocene PdCl2, BrC=1C=C(C=CC1OC)C1=C(C=C(C=C1)C(=O)OC)C (methyl 3′-bromo-4′-methoxy-2-methylbiphenyl-4-carboxylate), B (borane), P(C1CCCCC1)(C1CCCCC1)C1CCCCC1 (P(Cy)3), CC(=O)[O-].[K+] (KOAc). The reagents and catalysts are C=1C=CC(=CC1)/C=C/C(=O)/C=C/C2=CC=CC=C2.C=1C=CC(=CC1)/C=C/C(=O)/C=C/C2=CC=CC=C2.[Pd] (Pd(dba)2). Solvent: O (water), CCOC(=O)C (EtOAc), O1CCOCC1 (dioxane). Reaction conditions: temperature 80 celsius, time 3 hour. The product is OCC1=C(C=CC(=C1)C(F)(F)F)C=1C=C(C=CC1OC)C1=C(C=C(C=C1)C(=O)OC)C (methyl 2″-(hydroxymethyl)-4′-methoxy-2-methyl-4″-(trifluoromethyl)-1,1′:3′,1″-terphenyl-4-carboxylate). Reaction SMILES: Br[C:2]1[CH:3]=[C:4]([C:10]2[CH:15]=[CH:14][C:13]([C:16]([O:18][CH3:19])=[O:17])=[CH:12][C:11]=2[CH3:20])[CH:5]=[CH:6][C:7]=1[O:8][CH3:9].B.P(C1CCCCC1)(C1CCCCC1)C1CCCCC1.CC([O-])=O.[K+].Cl[C:47]1[CH:52]=[CH:51][C:50]([C:53]([F:56])([F:55])[F:54])=[CH:49][C:48]=1[CH2:57][OH:58].C([O-])([O-])=O.[K+].[K+]>O.CCOC(C)=O.C1C=CC(/C=C/C(/C=C/C2C=CC=CC=2)=O)=CC=1.C1C=CC(/C=C/C(/C=C/C2C=CC=CC=2)=O)=CC=1.[Pd].O1CCOCC1>[OH:58][CH2:57][C:48]1[CH:49]=[C:50]([C:53]([F:54])([F:55])[F:56])[CH:51]=[CH:52][C:47]=1[C:2]1[CH:3]=[C:4]([C:10]2[CH:15]=[CH:14][C:13]([C:16]([O:18][CH3:19])=[O:17])=[CH:12][C:11]=2[CH3:20])[CH:5]=[CH:6][C:7]=1[O:8][CH3:9] |f:3.4,6.7.8,11.12.13|. Procedure details: To methyl 3′-bromo-4′-methoxy-2-methylbiphenyl-4-carboxylate (80.0 g, 0.239 mol), pinacole borane (72.8 g, 0.287 mol), Pd(dba)2 (4120 mg, 7.17 mmol), P(Cy)3 (2140 mg, 7.65 mmol), and KOAc (70.3 g, 0.717 mol) was added dioxane (1.2 L). The reaction was heated to 80° C. and stirred for 3 hours. The reaction was then cooled to room temperature and filtered. The solids were dissolved with EtOAc (800 mL), washed with brine (400 mL, twice), and concentrated. The residue was dissolved in THF (300 mL), ... Reported procedure: The title compound was prepared from benzo[1,2,5]thiadiazole-4-sulfonyl chloride and 4-piperidone monohydrate hydrochloride according to the procedure of Intermediate 22 as an off-white solid; 1H NMR (CDCl3) δ 2.57 (t, J=6.21 Hz, 2H), 3.77 (t, J=6.21 Hz, 2H), 7.60-7.84 (m, 1H), 8.25-8.32 (m, 1H), 8.40-8.46 (m, 1H); MS (ES) m/z 297.9 (MH+). C11H11 N3O3S2 Reactants: N1=C2C(=NS1)C(=CC=C2)S(=O)(=O)Cl (benzo[1,2,5]thiadiazole-4-sulfonyl chloride), Cl.O.N1CCC(CC1)=O (4-piperidone monohydrate hydrochloride), Intermediate 22. RXN SMILES: [N:1]1[S:5][N:4]=[C:3]2[C:6]([S:10](Cl)(=[O:12])=[O:11])=[CH:7][CH:8]=[CH:9][C:2]=12.Cl.O.[NH:16]1[CH2:21][CH2:20][C:19](=[O:22])[CH2:18][CH2:17]1>>[N:1]1[S:5][N:4]=[C:3]2[C:6]([S:10]([N:16]3[CH2:21][CH2:20][C:19](=[O:22])[CH2:18][CH2:17]3)(=[O:12])=[O:11])=[CH:7][CH:8]=[CH:9][C:2]=12 |f:1.2.3|. Product: N1=C2C(=NS1)C(=CC=C2)S(=O)(=O)N2CCC(CC2)=O (1-(Benzo[1,2,5]thiadiazole-4-sulfonyl)-piperidin-4-one). Reactants: C(#N)N=C1N(CCN1)C1=CC(OC2=C1C=C(C=C2)C#N)(C)C (4-(2-cyanoiminoimidazolidin-1-yl)-2,2 -dimethyl-2H-1-benzopyran-6-carbonitrile), C(C)(=O)OC(C)=O (acetic anhydride). Solvent: N1=CC=CC=C1 (pyridine). Reaction conditions: temperature 100 celsius, time 4 hour. The product is C(C)(=O)N1C(N(CC1)C1=CC(OC2=C1C=C(C=C2)C#N)(C)C)=NC#N (4-(3-acetyl-2-cyanoiminoimidazolidin-1-yl)-2,2-dimethyl-2H-1-benzopyran-6-carbonitrile). RXN SMILES: [C:1]([N:3]=[C:4]1[NH:8][CH2:7][CH2:6][N:5]1[C:9]1[C:14]2[CH:15]=[C:16]([C:19]#[N:20])[CH:17]=[CH:18][C:13]=2[O:12][C:11]([CH3:22])([CH3:21])[CH:10]=1)#[N:2].[C:23](OC(=O)C)(=[O:25])[CH3:24]>N1C=CC=CC=1>[C:23]([N:8]1[CH2:7][CH2:6][N:5]([C:9]2[C:14]3[CH:15]=[C:16]([C:19]#[N:20])[CH:17]=[CH:18][C:13]=3[O:12][C:11]([CH3:22])([CH3:21])[CH:10]=2)[C:4]1=[N:3][C:1]#[N:2])(=[O:25])[CH3:24]. Procedure details: A mixture of 4-(2-cyanoiminoimidazolidin-1-yl)-2,2 -dimethyl-2H-1-benzopyran-6-carbonitrile (0.59 g) and acetic anhydride (0.94 ml) in pyridine (5.9 ml) was stirred at 100° C. for 4 hours. The reaction mixture was cooled to room temperature and evaporated in vacuo. The residue was dissolved in ethyl acetate, washed with 5% hydrochloric acid and brine, and dried over anhydrous magnesium sulfate. The solvent was evaporated in vacuo to give 4-(3-acetyl-2-cyanoiminoimidazolidin-1-yl)-2,2-dimethyl-2H... Starting materials: CC1=CC=C(C=C1)C1=CC=C(S1)CCCCC(=O)O (5-[5-(4-methylphenyl)thiophen-2-yl]valeric acid), C(C(=O)Cl)(=O)Cl (oxalyl chloride), CN(C)C=O (DMF). Run in O1CCCC1 (tetrahydrofuran). Run at time 3 hour. The product is CC1=CC=C(C=C1)C1=CC2=C(S1)CCCCC2=O (2-(4-methylphenyl)-4-oxo-5,6,7,8-tetrahydro-4H-cyclohepta[b]thiophene). The yield is 85.2%. As a reaction SMILES: [CH3:1][C:2]1[CH:7]=[CH:6][C:5]([C:8]2[S:12][C:11]([CH2:13][CH2:14][CH2:15][CH2:16][C:17]([OH:19])=O)=[CH:10][CH:9]=2)=[CH:4][CH:3]=1.C(Cl)(=O)C(Cl)=O.CN(C=O)C>O1CCCC1>[CH3:1][C:2]1[CH:3]=[CH:4][C:5]([C:8]2[S:12][C:11]3[CH2:13][CH2:14][CH2:15][CH2:16][C:17](=[O:19])[C:10]=3[CH:9]=2)=[CH:6][CH:7]=1. Reported procedure: Under nitrogen atmosphere, to a solution of 5-[5-(4-methylphenyl)thiophen-2-yl]valeric acid (2.60 g) in tetrahydrofuran (30 ml) was added oxalyl chloride (1.24 ml) at room temperature and then a drop of DMF, and the mixture was stirred 1 hour. Under reduced pressure, the solvent was evaporated, and the residue was dissolved in dichloromethane (30 ml). To the mixture was added tin tetra-chloride (1.5 ml) at 0° C., and the mixture was stirred at room temperature for 3 hours. The reaction mixture w... Reactants: ester, C(C1=CC=CC=C1)OC(=O)NC(CC1=CC=C(C=C1)C#N)C(=O)O (N-(benzyloxycarbonyl)-3-(p-cyanophenyl)-DL-alanine), FC(C(=O)O)(F)F.C(C1=CC=CC=C1)OC(CCNC(CN)=O)=O (N-glycyl-β-alanine benzyl ester trifluoroacetate). Yields the product C(C1=CC=CC=C1)OC(CCNC(CNC(C(NC(=O)OCC1=CC=CC=C1)CC1=CC=C(C=C1)C#N)=O)=O)=O (N-[N-[N-(benzyloxycarbonyl)-3-(p-cyanophenyl)-DL-alanyl]glycyl]-β-alanine benzyl ester). As a reaction SMILES: [CH2:1]([O:8][C:9]([NH:11][CH:12]([C:22]([OH:24])=O)[CH2:13][C:14]1[CH:19]=[CH:18][C:17]([C:20]#[N:21])=[CH:16][CH:15]=1)=[O:10])[C:2]1[CH:7]=[CH:6][CH:5]=[CH:4][CH:3]=1.FC(F)(F)C(O)=O.[CH2:32]([O:39][C:40](=[O:48])[CH2:41][CH2:42][NH:43][C:44](=[O:47])[CH2:45][NH2:46])[C:33]1[CH:38]=[CH:37][CH:36]=[CH:35][CH:34]=1>>[CH2:32]([O:39][C:40](=[O:48])[CH2:41][CH2:42][NH:43][C:44](=[O:47])[CH2:45][NH:46][C:22](=[O:24])[CH:12]([CH2:13][C:14]1[CH:15]=[CH:16][C:17]([C:20]#[N:21])=[CH:18][CH:19]=1)[NH:11][C:9]([O:8][CH2:1][C:2]1[CH:3]=[CH:4][CH:5]=[CH:6][CH:7]=1)=[O:10])[C:33]1[CH:34]=[CH:35][CH:36]=[CH:37][CH:38]=1 |f:1.2|. Reported procedure: For the preparation of the ester starting material, N-(benzyloxycarbonyl)-3-(p-cyanophenyl)-DL-alanine and N-glycyl-β-alanine benzyl ester trifluoroacetate are coupled to give N-[N-[N-(benzyloxycarbonyl)-3-(p-cyanophenyl)-DL-alanyl]glycyl]-β-alanine benzyl ester, m.p. 134°-135° C. Therefrom with hydrogen sulphide and triethylamine in pyridine there is obtained N-[N-[N-(benzyloxycarbonyl)-3-[p-(thiocarbamoyl)phenyl]-DL-alanyl]glycyl]-β-alanine benzyl ester m.p.150°-151° C. Reaction with methyl io...